This data is from the Open Reaction Database (ORD), a public repository of structured organic reaction records. The task is: describe an organic reaction: reactants, conditions, products, and yield The reactants are C(C1=CC=CC=C1)N1C(C=2N=C(N=C(C2C1)N1CCOCC1)C1=CC=C(C=C1)[N+](=O)[O-])=O (6-benzyl-4-morpholino-2-(4-nitrophenyl)-5H-pyrrolo[3,4-d]pyrimidin-7(6H)-one), stannous chloride dihydrate, C(C)O (ethanol). The solvent is O (H2O), CO (MeOH), ClCCl (dichloromethane). Conditions: temperature 80 celsius, time 1 hour. The product is C(C1=CC=CC=C1)N1C(C=2N=C(N=C(C2C1)N1CCOCC1)C1=CC=C(C=C1)N)=O (6-benzyl-4-morpholino-2-(4-aminophenyl)-5H-pyrrolo[3,4-d]pyrimidin-7(6H)-one). Reaction SMILES: [CH2:1]([N:8]1[CH2:16][C:15]2[C:14]([N:17]3[CH2:22][CH2:21][O:20][CH2:19][CH2:18]3)=[N:13][C:12]([C:23]3[CH:28]=[CH:27][C:26]([N+:29]([O-])=O)=[CH:25][CH:24]=3)=[N:11][C:10]=2[C:9]1=[O:32])[C:2]1[CH:7]=[CH:6][CH:5]=[CH:4][CH:3]=1.C(O)C>O.CO.ClCCl>[CH2:1]([N:8]1[CH2:16][C:15]2[C:14]([N:17]3[CH2:22][CH2:21][O:20][CH2:19][CH2:18]3)=[N:13][C:12]([C:23]3[CH:24]=[CH:25][C:26]([NH2:29])=[CH:27][CH:28]=3)=[N:11][C:10]=2[C:9]1=[O:32])[C:2]1[CH:7]=[CH:6][CH:5]=[CH:4][CH:3]=1. Procedure: 6-benzyl-4-morpholino-2-(4-nitrophenyl)-5H-pyrrolo[3,4-d]pyrimidin-7(6H)-one (cy) (0.112 g, 0.260 mmol), stannous chloride dihydrate (0.310 g, 1.36 mmol) and ethanol (2.00 mL) were combined and stirred at 80° C. for 1 hour. The mixture was diluted with H2O and 10% MeOH in dichloromethane, extracted 3 times with 10% MeOH in dichloromethane. The combined organic extract was dried over Magnesium sulfate and concentrated to give compound cz (0.083 g, 80%): LC-MS: m/z=+434 (M+H)+; 1H NMR (400 MHz, DM... The reactants are C(C1=CC=CC=C1)N1CCOC2=C1C=C(C=C2)CC=2C=C(C=CC2C(C)C)C2(O[C@@H]([C@H]([C@@H]([C@H]2O)O)O)CO)OC ((3R,4S,5S,6R)-2-[3-(4-Benzyl-3,4-dihydro-2H-benzo[1,4]oxazin-6-ylmethyl)-4-isopropyl-phenyl]-6-hydroxymethyl-2-methoxy-tetrahydro-pyran-3,4,5-triol), C(C)[SiH](CC)CC (triethylsilane), B(F)(F)F (boron trifluoride), complex. Run in C(C)#N.ClC(C)Cl (acetonitrile dichloroethane). Conditions: temperature 0 celsius, time 4 hour. Product: C(C1=CC=CC=C1)N1CCOC2=C1C=C(C=C2)CC=2C=C(C=CC2C(C)C)[C@@H]2O[C@@H]([C@H]([C@@H]([C@H]2O)O)O)CO ((2S,3R,4R,5S,6R)-2-[3-(4-Benzyl-3,4-dihydro-2H-benzo[1,4]oxazin-6-ylmethyl)-4-isopropyl-phenyl]-6-hydroxymethyl-tetrahydro-pyran-3,4,5-triol). Yield: 91.8%. As a reaction SMILES: [CH2:1]([N:8]1[C:13]2[CH:14]=[C:15]([CH2:18][C:19]3[CH:20]=[C:21]([C:28]4(OC)[C@H:33]([OH:34])[C@@H:32]([OH:35])[C@H:31]([OH:36])[C@@H:30]([CH2:37][OH:38])[O:29]4)[CH:22]=[CH:23][C:24]=3[CH:25]([CH3:27])[CH3:26])[CH:16]=[CH:17][C:12]=2[O:11][CH2:10][CH2:9]1)[C:2]1[CH:7]=[CH:6][CH:5]=[CH:4][CH:3]=1.C([SiH](CC)CC)C.B(F)(F)F>C(#N)C.ClC(Cl)C>[CH2:1]([N:8]1[C:13]2[CH:14]=[C:15]([CH2:18][C:19]3[CH:20]=[C:21]([C@H:28]4[C@H:33]([OH:34])[C@@H:32]([OH:35])[C@H:31]([OH:36])[C@@H:30]([CH2:37][OH:38])[O:29]4)[CH:22]=[CH:23][C:24]=3[CH:25]([CH3:27])[CH3:26])[CH:16]=[CH:17][C:12]=2[O:11][CH2:10][CH2:9]1)[C:2]1[CH:7]=[CH:6][CH:5]=[CH:4][CH:3]=1 |f:3.4|. Reported procedure: To a stirred solution of (3R,4S,5S,6R)-2-[3-(4-Benzyl-3,4-dihydro-2H-benzo[1,4]oxazin-6-ylmethyl)-4-isopropyl-phenyl]-6-hydroxymethyl-2-methoxy-tetrahydro-pyran-3,4,5-triol (600 mg, 1.09 mmol) in acetonitrile-dichloroethane mixture (1:1 mixture, 10 mL) was added triethylsilane (0.7 mL, 4.4 mmol) and boron trifluoride diethyletharate complex (0.27 mL, 2.18 mmol) at −20° C. After stirring for 4 h at 0° C., the reaction was quenched with aq. saturated NaHCO3 solution (8 mL). The volatiles were evap... The reactants are CC(=O)O, CC(C)c1nc2c(nc1C(C)C)CCCC2, O=[Cr](=O)(O)O, O. The product is CC(C)c1nc2c(nc1C(C)C)C(=O)CCC2. As a reaction SMILES: [CH3:23][C:24](=[O:25])[OH:26].[CH:1]([CH3:2])([CH3:3])[c:4]1[n:5][c:6]2[c:11]([n:12][c:13]1[CH:14]([CH3:15])[CH3:16])[CH2:10][CH2:9][CH2:8][CH2:7]2.[Cr:17](=[O:18])([OH:19])([OH:20])=[O:21].[OH2:22]>>[CH:1]([CH3:2])([CH3:3])[c:4]1[n:5][c:6]2[c:11]([n:12][c:13]1[CH:14]([CH3:15])[CH3:16])[CH2:10][CH2:9][CH2:8][C:7]2=[O:18]. The reactants are O=C(O)c1c(C(F)(F)F)nc2c(C(F)(F)F)cccc2c1O, O=S(Cl)Cl, c1ccccc1. The product is [Cl-], O=C(O)c1c(C(F)(F)F)nc2c(C(F)(F)F)cccc2c1O. RXN SMILES: [F:5][C:6]([c:7]1[n:8][c:9]2[c:10]([C:21]([F:22])([F:23])[F:24])[cH:11][cH:12][cH:13][c:14]2[c:15]([OH:20])[c:16]1[C:17](=[O:18])[OH:19])([F:25])[F:26].[S:1]([Cl:2])([Cl:3])=[O:4].[cH:27]1[cH:28][cH:29][cH:30][cH:31][cH:32]1>>[Cl-:3].[F:5][C:6]([c:7]1[n:8][c:9]2[c:10]([C:21]([F:22])([F:23])[F:24])[cH:11][cH:12][cH:13][c:14]2[c:15]([OH:20])[c:16]1[C:17](=[O:18])[OH:19])([F:25])[F:26]. The reactants are O=[O+][O-] (ozone), O=[O+][O-] (ozone), C(C=CC)C1OC2=CC(=CC=C2C(C1)=O)OC ((RS)-2-(2-buten-1-yl)-7-methoxy-4-chromanone). Solvent: ClCCl (dichloromethane), CO (methanol). Reaction conditions: time 1 hour. Product: O=CCC1OC2=CC(=CC=C2C(C1)=O)OC (2-(2-oxoethyl)-7-methoxy-4-chromanone). Isolated yield 49.0%. As a reaction SMILES: [O:1]=[O+][O-].[CH2:4]([CH:8]1[CH2:17][C:16](=[O:18])[C:15]2[C:10](=[CH:11][C:12]([O:19][CH3:20])=[CH:13][CH:14]=2)[O:9]1)[CH:5]=CC>ClCCl.CO>[O:1]=[CH:5][CH2:4][CH:8]1[CH2:17][C:16](=[O:18])[C:15]2[C:10](=[CH:11][C:12]([O:19][CH3:20])=[CH:13][CH:14]=2)[O:9]1. Procedure details: An ozone stream (3 g ozone/hour) was conducted while stirring for 1 hour through a solution, cooled to -70°, of 6.25 g of (RS)-2-(2-buten-1-yl)-7-methoxy-4-chromanone in 90 ml of anhydrous dichloromethane and 30 ml of anhydrous methanol. Subsequently, the solution was flushed with oxygen for 5 minutes and with argon for 15 minutes. After the addition of 3 ml of dimethyl sulfide, the mixture was stirred at room temperature for 16 hours. The reaction mixture was subsequently evaporated in a vacuum... Starting materials: FC(OC1=CC=C(COC2CCNCC2)C=C1)(F)F (4-(4-(trifluoromethoxy)benzyloxy)piperidine), CCN(C(C)C)C(C)C (DIPEA), ClC1=NC=NC(=N1)Cl (2,4-dichloro-1,3,5-triazine). The solvent is C(C)(C)O (isopropanol). Run at temperature 80 celsius. Product: ClC1=NC=NC(=N1)N1CCC(CC1)OCC1=CC=C(C=C1)OC(F)(F)F (2-chloro-4-(4-((4-(trifluoromethoxy)benzyl)oxy)piperidin-1-yl)-1,3,5-triazine). The yield is 25.7%. Reaction SMILES: [F:1][C:2]([F:19])([F:18])[O:3][C:4]1[CH:17]=[CH:16][C:7]([CH2:8][O:9][CH:10]2[CH2:15][CH2:14][NH:13][CH2:12][CH2:11]2)=[CH:6][CH:5]=1.CCN(C(C)C)C(C)C.[Cl:29][C:30]1[N:35]=[C:34](Cl)[N:33]=[CH:32][N:31]=1>C(O)(C)C>[Cl:29][C:30]1[N:35]=[C:34]([N:13]2[CH2:14][CH2:15][CH:10]([O:9][CH2:8][C:7]3[CH:16]=[CH:17][C:4]([O:3][C:2]([F:18])([F:1])[F:19])=[CH:5][CH:6]=3)[CH2:11][CH2:12]2)[N:33]=[CH:32][N:31]=1. Reported procedure: To a solution of 4-(4-(trifluoromethoxy)benzyloxy)piperidine (2.2 g, 8.00 mmol) in isopropanol (25 mL, 3 mL/mmol) was added DIPEA (3.6 mL, 0.02 mol) and 2,4-dichloro-1,3,5-triazine (1.2 g, 8.00 mmol) and the reaction was heated at 80° C. for 2 h. The reaction mixture was concentrated under reduced pressure and extracted with EtOAc (2×40 mL). The organic extracts were washed with brine, dried over sodium sulfate and concentrated under reduced pressure. Purification by silica gel column chromatogr... The reactants are BrC=1C=C2C(C(=CN(C2=CC1)C1=CC=C(C=C1)F)C(=O)N)=O (6-Bromo-1-(4-fluorophenyl)-4-oxo-1,4-dihydroquinoline-3-carboxamide), OC=1C=CC(=NC1)C (5-hydroxy-2-methylpyridine), C([O-])([O-])=O.[Cs+].[Cs+] (cesium carbonate), CN(CC(=O)O)C (N,N-dimethylglycine). Reagents/catalysts: [Cu]I (copper(I) iodide). Run in CN(C)C=O (DMF). Conditions: temperature 150 celsius. Product: FC1=CC=C(C=C1)N1C=C(C(C2=CC(=CC=C12)OC=1C=NC(=CC1)C)=O)C(=O)N (1-(4-Fluorophenyl)-6-((6-methylpyridin-3-yl)oxy)-4-oxo-1,4-dihydroquinoline-3-carboxamide). The yield is 55.6%. As a reaction SMILES: Br[C:2]1[CH:3]=[C:4]2[C:9](=[CH:10][CH:11]=1)[N:8]([C:12]1[CH:17]=[CH:16][C:15]([F:18])=[CH:14][CH:13]=1)[CH:7]=[C:6]([C:19]([NH2:21])=[O:20])[C:5]2=[O:22].[OH:23][C:24]1[CH:25]=[CH:26][C:27]([CH3:30])=[N:28][CH:29]=1.C(=O)([O-])[O-].[Cs+].[Cs+].CN(C)CC(O)=O>CN(C=O)C.[Cu]I>[F:18][C:15]1[CH:16]=[CH:17][C:12]([N:8]2[C:9]3[C:4](=[CH:3][C:2]([O:23][C:24]4[CH:29]=[N:28][C:27]([CH3:30])=[CH:26][CH:25]=4)=[CH:11][CH:10]=3)[C:5](=[O:22])[C:6]([C:19]([NH2:21])=[O:20])=[CH:7]2)=[CH:13][CH:14]=1 |f:2.3.4|. Procedure details: Compound E (15 mg, 0.042 mmol, 1.0 eq), 5-hydroxy-2-methylpyridine (9.1 mg, 0.083 mmol, 2.0 eq), cesium carbonate (27 mg, 0.083 mmol, 2.0 eq), copper(I) iodide (0.79 mg, 0.0042 mmol, 0.10 eq) and N,N-dimethylglycine (1.3 mg, 0.013 mmol, 0.30 eq) were dissolved in DMF in a microwave vial and heated in a microwave reactor at 150° C. for 15 minutes. The reaction was filtered over Celite® and washed with 5% methanol in DCM. The organics were concentrated and purified using reverse phase chromatograp... Starting materials: C(C)OC(=O)C=1C(=C2C(=CN1)N(C(=C2)C2=CC=C(C=C2)F)C2=CC=C(C=C2)F)O (1,2-bis-(4-fluoro-phenyl)-4-hydroxy-1H-pyrrolo[2,3-c]pyridine-5-carboxylic acid ethyl ester), ClN1C(CCC1=O)=O (N-chlorosuccinimide). The reagents and catalysts are C(=O)(C1=CC=CC=C1)OOC(=O)C1=CC=CC=C1 (BzOOBz). Solvent: ClC(Cl)(Cl)Cl (tetrachloromethane). Yields the product C(C)OC(=O)C=1C(=C2C(=CN1)N(C(=C2Cl)C2=CC=C(C=C2)F)C2=CC=C(C=C2)F)O (3-Chloro-1,2-bis-(4-fluoro-phenyl)-4-hydroxy-1H-pyrrolo[2,3-c]pyridine-5-carboxylic acid ethyl ester). The yield is 74.7%. RXN SMILES: [CH2:1]([O:3][C:4]([C:6]1[C:7]([OH:29])=[C:8]2[CH:14]=[C:13]([C:15]3[CH:20]=[CH:19][C:18]([F:21])=[CH:17][CH:16]=3)[N:12]([C:22]3[CH:27]=[CH:26][C:25]([F:28])=[CH:24][CH:23]=3)[C:9]2=[CH:10][N:11]=1)=[O:5])[CH3:2].[Cl:30]N1C(=O)CCC1=O>ClC(Cl)(Cl)Cl.C(OOC(C1C=CC=CC=1)=O)(C1C=CC=CC=1)=O>[CH2:1]([O:3][C:4]([C:6]1[C:7]([OH:29])=[C:8]2[C:14]([Cl:30])=[C:13]([C:15]3[CH:16]=[CH:17][C:18]([F:21])=[CH:19][CH:20]=3)[N:12]([C:22]3[CH:27]=[CH:26][C:25]([F:28])=[CH:24][CH:23]=3)[C:9]2=[CH:10][N:11]=1)=[O:5])[CH3:2]. Reported procedure: The mixture of 1,2-bis-(4-fluoro-phenyl)-4-hydroxy-1H-pyrrolo[2,3-c]pyridine-5-carboxylic acid ethyl ester (80 mg, 0.203 mmol), N-chlorosuccinimide (NCS)(28 mg, 0.203 mmol) and BzOOBz (2.5 mg) in tetrachloromethane (6 mL) was refluxed overnight, then the solvents were removed, the residue was purified on column to give the desired title compound (65 mg); ESI MS (m/z): 429 (M+H+). The yield is 66.0%. Procedure: To a solution of methyl 4-((1R,3aS,5aR,5bR,7aR,11aS,11bR,13aR,13bR)-5a,5b,8,8,11a-pentamethyl-1-(prop-1-en-2-yl)-3a-((3,3,3-trifluoropropyl)amino)-2,3,3a,4,5,5a,5b,6,7,7a,8,11,11a,11b,12,13,13a,13b-octadecahydro-1H-cyclopenta[a]chrysen-9-yl)benzoate (0.032 g, 0.050 mmol) in 1,4-dioxane (1 mL) was added NaOH (1N) (0.2 mL, 0.200 mmol). The mixture was heated to 75° C. for 22.5 h then was cooled to rt. The mixture was diluted with methanol, was filtered through a plug of glass wool and was purified... The reactants are C[C@]12CC[C@@]3([C@@H]([C@H]2CC[C@@H]2[C@]4(CC=C(C([C@@H]4CC[C@@]12C)(C)C)C1=CC=C(C(=O)OC)C=C1)C)[C@@H](CC3)C(=C)C)NCCC(F)(F)F (methyl 4-((1R,3aS,5aR,5bR,7aR,11aS,11bR,13aR,13bR)-5a,5b,8,8,11a-pentamethyl-1-(prop-1-en-2-yl)-3a-((3,3,3-trifluoropropyl)amino)-2,3,3a,4,5,5a,5b,6,7,7a,8,11,11a,11b,12,13,13a,13b-octadecahydro-1H-cyclopenta[a]chrysen-9-yl)benzoate), [OH-].[Na+] (NaOH). Run at temperature 75 celsius. Yields the product C[C@]12CC[C@@]3([C@@H]([C@H]2CC[C@@H]2[C@]4(CC=C(C([C@@H]4CC[C@@]12C)(C)C)C1=CC=C(C(=O)O)C=C1)C)[C@@H](CC3)C(=C)C)NCCC(F)(F)F (4-((1R,3aS,5aR,5bR,7aR,11aS,11bR,13aR,13bR)-5a,5b,8,8,11a-pentamethyl-1-(prop-1-en-2-yl)-3a-((3,3,3-trifluoropropyl)amino)-2,3,3a,4,5,5a,5b,6,7,7a,8,11,11a,11b,12,13,13a,13b-octadecahydro-1H-cyclopenta[a]chrysen-9-yl)benzoic acid). RXN SMILES: [CH3:1][C@:2]12[C@@:19]3([CH3:20])[C@@H:10]([C@:11]4([CH3:33])[C@@H:16]([CH2:17][CH2:18]3)[C:15]([CH3:22])([CH3:21])[C:14]([C:23]3[CH:32]=[CH:31][C:26]([C:27]([O:29]C)=[O:28])=[CH:25][CH:24]=3)=[CH:13][CH2:12]4)[CH2:9][CH2:8][C@@H:7]1[C@H:6]1[C@H:34]([C:37]([CH3:39])=[CH2:38])[CH2:35][CH2:36][C@:5]1([NH:40][CH2:41][CH2:42][C:43]([F:46])([F:45])[F:44])[CH2:4][CH2:3]2.[OH-].[Na+]>O1CCOCC1.CO>[CH3:1][C@:2]12[C@@:19]3([CH3:20])[C@@H:10]([C@:11]4([CH3:33])[C@@H:16]([CH2:17][CH2:18]3)[C:15]([CH3:21])([CH3:22])[C:14]([C:23]3[CH:24]=[CH:25][C:26]([C:27]([OH:29])=[O:28])=[CH:31][CH:32]=3)=[CH:13][CH2:12]4)[CH2:9][CH2:8][C@@H:7]1[C@H:6]1[C@H:34]([C:37]([CH3:39])=[CH2:38])[CH2:35][CH2:36][C@:5]1([NH:40][CH2:41][CH2:42][C:43]([F:44])([F:45])[F:46])[CH2:4][CH2:3]2 |f:1.2|. The solvent is CO (methanol), O1CCOCC1 (1,4-dioxane).